From a dataset of the Open Reaction Database (ORD), a public repository of structured organic reaction records. describe an organic reaction: reactants, conditions, products, and yield The reactants are CN(C)C=O, Cc1cc2nc[nH]c2cc1C, [H-], CI, [Na+]. Product: Cc1cc2ncn(C)c2cc1C. RXN SMILES: [CH3:16][N:17]([CH3:18])[CH:19]=[O:20].[CH3:1][c:2]1[cH:3][c:4]2[n:5][cH:6][nH:7][c:8]2[cH:9][c:10]1[CH3:11].[H-:12].[I:14][CH3:15].[Na+:13]>>[CH3:1][c:2]1[cH:3][c:4]2[n:5][cH:6][n:7]([CH3:15])[c:8]2[cH:9][c:10]1[CH3:11]. The reactants are O=C1Cc2cc(Br)cnc2N1, Cc1c(C=O)[nH]c2c1C(=O)N(CCN1CCOCC1)CCC2. Product: Cc1c(C=C2C(=O)Nc3ncc(Br)cc32)[nH]c2c1C(=O)N(CCN1CCOCC1)CCC2. RXN SMILES: [Br:23][c:24]1[cH:25][c:26]2[c:27]([n:28][cH:29]1)[NH:30][C:31](=[O:33])[CH2:32]2.[CH3:1][c:2]1[c:3]([CH:21]=[O:22])[nH:4][c:5]2[c:6]1[C:7](=[O:20])[N:8]([CH2:12][CH2:13][N:14]1[CH2:15][CH2:16][O:17][CH2:18][CH2:19]1)[CH2:9][CH2:10][CH2:11]2>>[CH3:1][c:2]1[c:3]([CH:21]=[C:32]2[c:26]3[cH:25][c:24]([Br:23])[cH:29][n:28][c:27]3[NH:30][C:31]2=[O:33])[nH:4][c:5]2[c:6]1[C:7](=[O:20])[N:8]([CH2:12][CH2:13][N:14]1[CH2:15][CH2:16][O:17][CH2:18][CH2:19]1)[CH2:9][CH2:10][CH2:11]2.